From a dataset of the Open Reaction Database (ORD), a public repository of structured organic reaction records. describe an organic reaction: reactants, conditions, products, and yield Starting materials: C(CCC)[Li] (n-Butyllithium), C(CC)S (1-propanethiol), [OH-].[Na+] (Sodium hydroxide), Cl (HCl), C1(CCCC1)OC=1C=C(C=CC1OC)[C@H](C(C(=O)N1S(C[C@]23[C@@H]1CC(CC2)C3(C)C)(=O)=O)C3=CC=NC=C3)C3=CC=C(C=C3)CC3OCCO3 ((1R, 5S)-N-{(3R)-3-(3-Cyclopentyloxy-4-methoxyphenyl)-3-[4-(1,3-dioxolan-2-ylmethyl)phenyl]-2-(4-pyridyl)propanoyl}-10,10-dimethyl-3-thia-4-azatricyclo[5.2.1.01,5 ]decane-3,3-dioxide), [OH-].[Na+] (NaOH). Run in C1CCOC1 (THF). Conditions: time 30 minute. Product: C(C)OC(CC1=CC=C(C=C1)[C@@H](CC1=CC=NC=C1)C1=CC(=C(C=C1)OC)OC1CCCC1)OCC ((R)-4-[1-(3-Cyclopentyloxy-4-methoxyphenyl)-2-(4-pyridyl)ethyl]phenylacetaldehyde diethyl acetal). Isolated yield 13.7%. As a reaction SMILES: [CH2:1]([Li])[CH2:2]CC.C(S)CC.[CH:10]1([O:15][C:16]2[CH:17]=[C:18]([C@@H:24]([C:48]3[CH:53]=[CH:52][C:51]([CH2:54][CH:55]4[O:59][CH2:58][CH2:57][O:56]4)=[CH:50][CH:49]=3)[CH:25]([C:42]3[CH:47]=[CH:46][N:45]=[CH:44][CH:43]=3)C(N3[C@H]4CC5C(C)(C)[C@@]4(CC5)CS3(=O)=O)=O)[CH:19]=[CH:20][C:21]=2[O:22][CH3:23])[CH2:14][CH2:13][CH2:12][CH2:11]1.[OH-].[Na+].Cl>C1COCC1>[CH2:1]([O:59][CH:55]([O:56][CH2:57][CH3:58])[CH2:54][C:51]1[CH:52]=[CH:53][C:48]([C@H:24]([C:18]2[CH:19]=[CH:20][C:21]([O:22][CH3:23])=[C:16]([O:15][CH:10]3[CH2:14][CH2:13][CH2:12][CH2:11]3)[CH:17]=2)[CH2:25][C:42]2[CH:47]=[CH:46][N:45]=[CH:44][CH:43]=2)=[CH:49][CH:50]=1)[CH3:2] |f:3.4|. Reported procedure: n-Butyllithium (2.4M solution in hexane; 13.2 mL, 31.3 mmol) was added dropwise to a solution of 1-propanethiol (3.47 mL, 38.3 mmol) in THF (160 mL) at 0° C. After 30 min, (1R,5S)-N-{(3R)-3-(3-cyclopentyloxy-4-methoxyphenyl)-3-[4-(1,3-dioxolan-2-ylmethyl)phenyl]-2-(4-pyridyl)propanoyl}-10,10-dimethyl-3-thia-4-azatricyclo[5.2.1.01,5 ]decane-3,3-dioxide from Step 3 (12.2 g, 17.4 mmol) was added as a solid and the reaction mixture was stirred at room temperature for 2.5 h. The volatiles were then e...